This data is from the Open Reaction Database (ORD), a public repository of structured organic reaction records. The task is: describe an organic reaction: reactants, conditions, products, and yield Reactants: COC=1C(=CC=CC1)N (o-anisidine), COCC(CC(=O)OC)=O (methyl γ-methoxyacetoacetate), C(C)(=O)O (acetic acid), S(=O)(=O)([O-])[O-].[Ca+2] (calcium sulfate). The solvent is C(C)O (ethanol). Product: COC1=C(NC(=CC(=O)OC)COC)C=CC=C1 (Methyl 3-(2-methoxyanilino)-4-methoxy-2-butenoate). Isolated yield 73.5%. Reaction SMILES: [CH3:1][O:2][C:3]1[C:4]([NH2:9])=[CH:5][CH:6]=[CH:7][CH:8]=1.[CH3:10][O:11][CH2:12][C:13](=O)[CH2:14][C:15]([O:17][CH3:18])=[O:16].C(O)(=O)C.S([O-])([O-])(=O)=O.[Ca+2]>C(O)C>[CH3:1][O:2][C:3]1[CH:8]=[CH:7][CH:6]=[CH:5][C:4]=1[NH:9][C:13]([CH2:12][O:11][CH3:10])=[CH:14][C:15]([O:17][CH3:18])=[O:16] |f:3.4|. Reported procedure: A mixture of 100 g of o-anisidine, 190 g of methyl γ-methoxyacetoacetate, 2.3 ml of acetic acid, 203 g of calcium sulfate and 800 ml of absolute ethanol was refluxed for 16 hours. The residue after filtration and concentration of the filtrate under reduced pressure was taken up in ethyl acetate, the solution was extracted several times with 2 N NaOH and 5% strength citric acid solution and dried over Na2SO4, and the solvent was removed in a rotary evaporator. 150 g of crude product were obtained...